This data is from the Open Reaction Database (ORD), a public repository of structured organic reaction records. The task is: describe an organic reaction: reactants, conditions, products, and yield Starting materials: O=C=NCc1ccccc1 (effective_coupling_partner), CC(C)(C)C(=O)Oc2ccc1ccccc1c2 (substrate). Reagents/catalysts: dppf. Run at temperature 90 celsius, time 24 hour. Yields the product O=C(NCc1ccccc1)c3ccc2ccccc2c3. The reactants are C(C)(C)(C)OC(=O)NC=1C(=CC(=C(C1)N1C=C(C(C2=CC(=C(C(=C12)C)[N+](=O)[O-])OC)=O)C(=O)OCC)F)F (ethyl 1-(5-tert-butoxycarbonylamino-2,4-difluorophenyl)-6-methoxy-8-methyl-7-nitro-4-oxo-1,4-dihydroquinoline-3-carboxylate). The reagents and catalysts are [Fe] (iron). Solvent: C(C)(=O)O (Acetic acid). Conditions: temperature 80 celsius, time 40 minute. The product is NC1=C(C=C2C(C(=CN(C2=C1C)C1=C(C=C(C(=C1)NC(=O)OC(C)(C)C)F)F)C(=O)OCC)=O)OC (Ethyl 7-Amino-1-(5-tert-butoxycarbonylamino-2,4-difluorophenyl)-6-methoxy-8-methyl-4-oxo-1,4-dihydroquinoline-3-carboxylate). Isolated yield 74.2%. Reaction SMILES: [C:1]([O:5][C:6]([NH:8][C:9]1[C:10]([F:38])=[CH:11][C:12]([F:37])=[C:13]([N:15]2[C:24]3[C:19](=[CH:20][C:21]([O:29][CH3:30])=[C:22]([N+:26]([O-])=O)[C:23]=3[CH3:25])[C:18](=[O:31])[C:17]([C:32]([O:34][CH2:35][CH3:36])=[O:33])=[CH:16]2)[CH:14]=1)=[O:7])([CH3:4])([CH3:3])[CH3:2]>[Fe].C(O)(=O)C>[NH2:26][C:22]1[C:23]([CH3:25])=[C:24]2[C:19]([C:18](=[O:31])[C:17]([C:32]([O:34][CH2:35][CH3:36])=[O:33])=[CH:16][N:15]2[C:13]2[CH:14]=[C:9]([NH:8][C:6]([O:5][C:1]([CH3:2])([CH3:4])[CH3:3])=[O:7])[C:10]([F:38])=[CH:11][C:12]=2[F:37])=[CH:20][C:21]=1[O:29][CH3:30]. Procedure details: Acetic acid (2 ml) and iron powder (150 mg) were added to ethyl 1-(5-tert-butoxycarbonylamino-2,4-difluorophenyl)-6-methoxy-8-methyl-7-nitro-4-oxo-1,4-dihydroquinoline-3-carboxylate (200 mg), and the mixture was stirred at 80° C. for 40 minutes. The catalyst was removed by filtration through Celite, and the solvent and the like in the filtrate were distilled off. The residue was subjected to column chromatography on silica gel to conduct elution with chloroform, thereby obtaining the title compo... Reactants: C1(CC1)CNCCC(=O)NC (3-(cyclopropylmethylamino)-N-methyl-propanamide), BrC=1C(=NC(=NC1)Cl)N(CCC(=O)NC)C(C)CC (3-[(5-bromo-2-chloro-pyrimidin-4-yl)-butan-2-yl-amino]-N-methyl-propanamide). Product: BrC=1C(=NC(=NC1)Cl)N(CCC(=O)NC)CC1CC1 (3-[(5-bromo-2-chloro-pyrimidin-4-yl)-(cyclopropylmethyl)amino]-N-methyl-propanamide). As a reaction SMILES: [CH:1]1([CH2:4][NH:5][CH2:6][CH2:7][C:8]([NH:10][CH3:11])=[O:9])[CH2:3][CH2:2]1.[Br:12][C:13]1[C:14](N(C(CC)C)CCC(NC)=O)=[N:15][C:16]([Cl:19])=[N:17][CH:18]=1>>[Br:12][C:13]1[C:14]([N:5]([CH2:4][CH:1]2[CH2:2][CH2:3]2)[CH2:6][CH2:7][C:8]([NH:10][CH3:11])=[O:9])=[N:15][C:16]([Cl:19])=[N:17][CH:18]=1. Reported procedure: Using 3-(cyclopropylmethylamino)-N-methyl-propanamide—Intermediate 95 and analogous conditions to Intermediate 88 the title compound was obtained as a white solid (431 mg) Starting materials: C=O, CC(C)=O, ClCCl, COC(=O)C1CC(N)CCC1N1CCC(NC(=O)OCc2ccccc2)C1=O. Product: COC(=O)C1CC(N(C)C(C)C)CCC1N1CCC(NC(=O)OCc2ccccc2)C1=O. As a reaction SMILES: [CH2:33]=[O:34].[CH3:29][C:30]([CH3:31])=[O:32].[Cl:35][CH2:36][Cl:37].[NH2:1][CH:2]1[CH2:3][CH2:4][CH:5]([N:12]2[C:13](=[O:28])[CH:14]([NH:17][C:18](=[O:19])[O:20][CH2:21][c:22]3[cH:23][cH:24][cH:25][cH:26][cH:27]3)[CH2:15][CH2:16]2)[CH:6]([C:8](=[O:9])[O:10][CH3:11])[CH2:7]1>>[N:1]([CH:2]1[CH2:3][CH2:4][CH:5]([N:12]2[C:13](=[O:28])[CH:14]([NH:17][C:18](=[O:19])[O:20][CH2:21][c:22]3[cH:23][cH:24][cH:25][cH:26][cH:27]3)[CH2:15][CH2:16]2)[CH:6]([C:8](=[O:9])[O:10][CH3:11])[CH2:7]1)([CH:30]([CH3:29])[CH3:31])[CH3:33].